Dataset: the Open Reaction Database (ORD), a public repository of structured organic reaction records. Task: describe an organic reaction: reactants, conditions, products, and yield The reactants are Br, CC(=O)OC(Cc1ccccc1)C(=O)O, O=C1c2ccccc2CC1O, ON=C1c2ccccc2CC1O. Yields the product NC1c2ccccc2CC1O. RXN SMILES: [BrH:39].[C:12]([O:13][CH:14]([CH2:15][c:16]1[cH:17][cH:18][cH:19][cH:20][cH:21]1)[C:22]([OH:23])=[O:24])(=[O:25])[CH3:26].[OH:1][CH:2]1[CH2:3][c:4]2[c:5]([cH:6][cH:7][cH:8][cH:9]2)[C:10]1=[O:11].[OH:27][CH:28]1[C:29](=[N:37][OH:38])[c:30]2[cH:31][cH:32][cH:33][cH:34][c:35]2[CH2:36]1>>[OH:27][CH:28]1[CH:29]([NH2:37])[c:30]2[cH:31][cH:32][cH:33][cH:34][c:35]2[CH2:36]1. The reactants are ClC1=NC=CC(=C1C(CN(C(=O)C=1C=NN(C1C(F)(F)F)[C@@H]1CC[C@H](CC1)C(=O)OCC)CC1=CC(=CC(=C1)F)F)=O)Cl (ethyl trans-4-(4-((2-(2,4-dichloropyridin-3-yl)-2-oxoethyl)(3,5-difluorobenzyl)carbamoyl)-5-(trifluoromethyl)-1H-pyrazol-1-yl)cyclohexanecarboxylate), [N-]=[N+]=[N-].[Na+] (NaN3). The solvent is CN(C)C=O (DMF). Reaction conditions: time 3 hour. Yields the product N(=[N+]=[N-])C1=NC=CC(=C1C(CN(C(=O)C=1C=NN(C1C(F)(F)F)[C@@H]1CC[C@H](CC1)C(=O)OCC)CC1=CC(=CC(=C1)F)F)=O)Cl (ethyl trans-4-(4-((2-(2-azido-4-chloropyridin-3-yl)-2-oxoethyl)(3,5-difluorobenzyl)carbamoyl)-5-(trifluoromethyl)-1H-pyrazol-1-yl)cyclohexanecarboxylate). Yield: 61.2%. As a reaction SMILES: Cl[C:2]1[C:7]([C:8](=[O:42])[CH2:9][N:10]([CH2:33][C:34]2[CH:39]=[C:38]([F:40])[CH:37]=[C:36]([F:41])[CH:35]=2)[C:11]([C:13]2[CH:14]=[N:15][N:16]([C@H:22]3[CH2:27][CH2:26][C@H:25]([C:28]([O:30][CH2:31][CH3:32])=[O:29])[CH2:24][CH2:23]3)[C:17]=2[C:18]([F:21])([F:20])[F:19])=[O:12])=[C:6]([Cl:43])[CH:5]=[CH:4][N:3]=1.[N-:44]=[N+:45]=[N-:46].[Na+]>CN(C=O)C>[N:44]([C:2]1[C:7]([C:8](=[O:42])[CH2:9][N:10]([CH2:33][C:34]2[CH:35]=[C:36]([F:41])[CH:37]=[C:38]([F:40])[CH:39]=2)[C:11]([C:13]2[CH:14]=[N:15][N:16]([C@H:22]3[CH2:23][CH2:24][C@H:25]([C:28]([O:30][CH2:31][CH3:32])=[O:29])[CH2:26][CH2:27]3)[C:17]=2[C:18]([F:20])([F:21])[F:19])=[O:12])=[C:6]([Cl:43])[CH:5]=[CH:4][N:3]=1)=[N+:45]=[N-:46] |f:1.2|. Procedure: To a stirred solution of ethyl trans-4-(4-((2-(2,4-dichloropyridin-3-yl)-2-oxoethyl)(3,5-difluorobenzyl)carbamoyl)-5-(trifluoromethyl)-1H-pyrazol-1-yl)cyclohexanecarboxylate (100 mg, 0.15 mmol) in DMF (5 mL) was added NaN3 (50 mg, 0.7 mmol) and the mixture was stirred at room temperature for 3 h. The reaction mixture was quenched with water (20 mL) and extracted with EtOAc (2×30 mL). The combined organic layers were washed with water (50 mL) and brine (50 mL), dried over Na2SO4 and concentrated ... The reactants are CO, CS(=O)(=O)Cn1ccc([N+](=O)[O-])n1, [H][H], [Pd]. Product: CS(=O)(=O)Cn1ccc(N)n1. RXN SMILES: [CH3:16][OH:17].[CH3:1][S:2](=[O:3])(=[O:4])[CH2:5][n:6]1[n:7][c:8]([N+:11]([O-:12])=[O:13])[cH:9][cH:10]1.[H:14][H:15].[Pd:18]>>[CH3:1][S:2](=[O:3])(=[O:4])[CH2:5][n:6]1[n:7][c:8]([NH2:11])[cH:9][cH:10]1. The reactants are S(=S)(=O)([O-])[O-].[Na+].[Na+] (sodium thiosulfate), C(CCC)OCCOC1=CC=C(C=C1)C=1C=CC2=C(C=C(CCN2CC(C)C)C(=O)NC2=CC=C(C=C2)SCC2=NN=NN2CC)C1 (7-[4-(2-butoxyethoxy)phenyl]-1-isobutyl-N-[4-[[(1-ethyl-tetrazol-5-yl)methyl]sulfanyl]phenyl]-2,3-dihydro-1-benzazepine-4-carboxamide), ClC1=CC(=CC=C1)C(=O)OO (m-chloroperbenzoic acid). Solvent: C(Cl)Cl (methylene chloride), C(Cl)Cl (methylene chloride). Reaction conditions: time 15 minute. Product: C(CCC)OCCOC1=CC=C(C=C1)C=1C=CC2=C(C=C(CCN2CC(C)C)C(=O)NC2=CC=C(C=C2)S(=O)CC2=NN=NN2CC)C1 (7-[4-(2-butoxyethoxy)phenyl]-1-isobutyl-N-[4-[[(1-ethyl-tetrazol-5-yl)methyl]sulfinyl]phenyl]-2,3-dihydro-1-benzazepine-4-carboxamide). The yield is 47.9%. As a reaction SMILES: [CH2:1]([O:5][CH2:6][CH2:7][O:8][C:9]1[CH:14]=[CH:13][C:12]([C:15]2[CH:16]=[CH:17][C:18]3[N:24]([CH2:25][CH:26]([CH3:28])[CH3:27])[CH2:23][CH2:22][C:21]([C:29]([NH:31][C:32]4[CH:37]=[CH:36][C:35]([S:38][CH2:39][C:40]5[N:44]([CH2:45][CH3:46])[N:43]=[N:42][N:41]=5)=[CH:34][CH:33]=4)=[O:30])=[CH:20][C:19]=3[CH:47]=2)=[CH:11][CH:10]=1)[CH2:2][CH2:3][CH3:4].ClC1C=CC=C(C(OO)=[O:56])C=1.S([O-])([O-])(=O)=S.[Na+].[Na+]>C(Cl)Cl>[CH2:1]([O:5][CH2:6][CH2:7][O:8][C:9]1[CH:10]=[CH:11][C:12]([C:15]2[CH:16]=[CH:17][C:18]3[N:24]([CH2:25][CH:26]([CH3:27])[CH3:28])[CH2:23][CH2:22][C:21]([C:29]([NH:31][C:32]4[CH:33]=[CH:34][C:35]([S:38]([CH2:39][C:40]5[N:44]([CH2:45][CH3:46])[N:43]=[N:42][N:41]=5)=[O:56])=[CH:36][CH:37]=4)=[O:30])=[CH:20][C:19]=3[CH:47]=2)=[CH:13][CH:14]=1)[CH2:2][CH2:3][CH3:4] |f:2.3.4|. Procedure details: To a solution of 7-[4-(2-butoxyethoxy)phenyl]-1-isobutyl-N-[4-[[(1-ethyl-tetrazol-5-yl)methyl]sulfanyl]phenyl]-2,3-dihydro-1-benzazepine-4-carboxamide (0.45 g) in methylene chloride (13.5 ml) was added dropwise a solution of m-chloroperbenzoic acid (0.12 g) in methylene chloride (9.0 ml) at −78° C., and the mixture was stirred for 15 minutes. To the reaction mixture was added an aqueous solution of saturated sodium thiosulfate. The mixture was extracted with ethyl acetate, and the organic layer ... Starting materials: CC(C(=O)NC1=CC(=CC=C1)C1CCN(CC1)CCCCC(=O)C1=CC(=CC=C1)[N+](=O)[O-])C (2-methyl-N-(3-{1-[5-(3-nitrophenyl)-5-oxopentyl]-4-piperidinyl}phenyl)propanamide), C1(=CC=CC=C1)NN (phenylhydrazine). Yields the product CC(C(=O)NC1=CC(=CC=C1)C1CCN(CC1)CCCC1=C(NC2=CC=CC=C12)C1=CC(=CC=C1)[N+](=O)[O-])C (2-METHYL-N-[3-(1-{3-[2-(3-NITROPHENYL)-1H-INDOL-3-YL]PROPYL}-4-PIPERIDINYL)PHENYL]PROPANAMIDE). As a reaction SMILES: [CH3:1][CH:2]([CH3:33])[C:3]([NH:5][C:6]1[CH:11]=[CH:10][CH:9]=[C:8]([CH:12]2[CH2:17][CH2:16][N:15]([CH2:18][CH2:19][CH2:20][CH2:21][C:22]([C:24]3[CH:29]=[CH:28][CH:27]=[C:26]([N+:30]([O-:32])=[O:31])[CH:25]=3)=O)[CH2:14][CH2:13]2)[CH:7]=1)=[O:4].[C:34]1([NH:40]N)[CH:39]=[CH:38][CH:37]=[CH:36][CH:35]=1>>[CH3:1][CH:2]([CH3:33])[C:3]([NH:5][C:6]1[CH:11]=[CH:10][CH:9]=[C:8]([CH:12]2[CH2:17][CH2:16][N:15]([CH2:18][CH2:19][CH2:20][C:21]3[C:39]4[C:34](=[CH:35][CH:36]=[CH:37][CH:38]=4)[NH:40][C:22]=3[C:24]3[CH:29]=[CH:28][CH:27]=[C:26]([N+:30]([O-:32])=[O:31])[CH:25]=3)[CH2:14][CH2:13]2)[CH:7]=1)=[O:4]. Procedure: Prepared by Procedure E and Scheme M using 2-methyl-N-(3-{1-[5-(3-nitrophenyl)-5-oxopentyl]-4-piperidinyl}phenyl)propanamide and phenylhydrazine: ESMS m/e: 525.2 (M+H)+. The reactants are C([C@@H]1[C@@H]2[C@@H]([C@H]([C@H](O1)O[C@@H]3[C@H](O[C@@H]([C@@H]([C@H]3O)O)O[C@@H]4[C@H](O[C@@H]([C@@H]([C@H]4O)O)O[C@@H]5[C@H](OC([C@@H]([C@H]5O)O)OC6[C@H](OC([C@@H]([C@H]6O)O)C7[C@H](OC([C@@H]([C@H]7O)O)O[C@@H]8[C@H](O[C@@H]([C@@H]([C@H]8O)O)O[C@@H]9[C@H](O[C@H](O2)[C@@H]([C@H]9O)O)CO)CO)CO)CO)CO)CO)CO)O)O)O (γ-cyclodextrin), S(O)(O)(=O)=O (sulfuric acid). Run at temperature -5 celsius. The product is C([C@@H]1[C@@H]2[C@@H]([C@H]([C@H](O1)O[C@@H]3[C@H](O[C@@H]([C@@H]([C@H]3O)O)O[C@@H]4[C@H](O[C@@H]([C@@H]([C@H]4O)O)O[C@@H]5[C@H](OC([C@@H]([C@H]5O)O)OC6[C@H](OC([C@@H]([C@H]6O)O)C7[C@H](OC([C@@H]([C@H]7O)O)O[C@@H]8[C@H](O[C@@H]([C@@H]([C@H]8O)O)O[C@@H]9[C@H](O[C@H](O2)[C@@H]([C@H]9O)O)CO)CO)CO)CO)CO)CO)CO)O)O)O.S(O)(O)(=O)=O (γ-cyclodextrin sulfuric acid). RXN SMILES: [CH2:1]([OH:87])[C@H:2]1[O:7][C@@H:6]2[O:8][C@H:9]3[C@H:14]([OH:15])[C@@H:13]([OH:16])[C@@H:12]([O:17][C@H:18]4[C@H:23]([OH:24])[C@@H:22]([OH:25])[C@@H:21]([O:26][C@H:27]5[C@H:32]([OH:33])[C@@H:31]([OH:34])[CH:30]([O:35][CH:36]6[C@H:41]([OH:42])[C@@H:40]([OH:43])[CH:39]([CH:44]7[C@H:49]([OH:50])[C@@H:48]([OH:51])[CH:47]([O:52][C@H:53]8[C@H:58]([OH:59])[C@@H:57]([OH:60])[C@@H:56]([O:61][C@H:62]9[C@H:68]([OH:69])[C@@H:67]([OH:70])[C@@H:65]([O:66][C@H:3]1[C@H:4]([OH:86])[C@H:5]2[OH:85])[O:64][C@@H:63]9[CH2:71][OH:72])[O:55][C@@H:54]8[CH2:73][OH:74])[O:46][C@@H:45]7[CH2:75][OH:76])[O:38][C@@H:37]6[CH2:77][OH:78])[O:29][C@@H:28]5[CH2:79][OH:80])[O:20][C@@H:19]4[CH2:81][OH:82])[O:11][C@@H:10]3[CH2:83][OH:84].[S:88](=[O:92])(=[O:91])([OH:90])[OH:89]>>[CH2:1]([OH:87])[C@H:2]1[O:7][C@@H:6]2[O:8][C@H:9]3[C@H:14]([OH:15])[C@@H:13]([OH:16])[C@@H:12]([O:17][C@H:18]4[C@H:23]([OH:24])[C@@H:22]([OH:25])[C@@H:21]([O:26][C@H:27]5[C@H:32]([OH:33])[C@@H:31]([OH:34])[CH:30]([O:35][CH:36]6[C@H:41]([OH:42])[C@@H:40]([OH:43])[CH:39]([CH:44]7[C@H:49]([OH:50])[C@@H:48]([OH:51])[CH:47]([O:52][C@H:53]8[C@H:58]([OH:59])[C@@H:57]([OH:60])[C@@H:56]([O:61][C@H:62]9[C@H:68]([OH:69])[C@@H:67]([OH:70])[C@@H:65]([O:66][C@H:3]1[C@H:4]([OH:86])[C@H:5]2[OH:85])[O:64][C@@H:63]9[CH2:71][OH:72])[O:55][C@@H:54]8[CH2:73][OH:74])[O:46][C@@H:45]7[CH2:75][OH:76])[O:38][C@@H:37]6[CH2:77][OH:78])[O:29][C@@H:28]5[CH2:79][OH:80])[O:20][C@@H:19]4[CH2:81][OH:82])[O:11][C@@H:10]3[CH2:83][OH:84].[S:88](=[O:90])(=[O:89])([OH:92])[OH:91] |f:2.3|. Reported procedure: 10 g of γ-cyclodextrin is homogenized with 2.6 ml of 60% by weight sulfuric acid cooled to -5° C. in a rub mortar then the product thus obtained is dried in a vacuum drier at 50° C. 11.8 of the γ-cyclodextrin-sulfuric acid inclusion complex are obtained which has a sulfuric acid content of 15% and the incorporation rate is 2.5 moles/mole. Reactants: ClC1=NC2=CC=C(C=C2C(=N1)Cl)C (2,4-dichloro-6-methylquinazoline), NCC1(COC1)NCC1=CC=CC=C1 (3-(aminomethyl)-N-benzyloxetan-3-amine), S1(CCNCC2=C1C=CC=C2)=O (2,3,4,5-tetrahydro-1,4-benzothiazepine 1-oxide). Product: C(C1=CC=CC=C1)NC1(COC1)CNC1=NC(=NC2=CC=C(C=C12)C)N1CCS(C2=C(C1)C=CC=C2)=O (N-{[3-(Benzylamino)oxetan-3-yl]methyl}-6-methyl-2-(1-oxido-2,3-dihydro-1,4-benzothiazepin-4(5H)-yl)quinazolin-4-amine). Reaction SMILES: Cl[C:2]1[N:11]=[C:10](Cl)[C:9]2[C:4](=[CH:5][CH:6]=[C:7]([CH3:13])[CH:8]=2)[N:3]=1.[NH2:14][CH2:15][C:16]1([NH:20][CH2:21][C:22]2[CH:27]=[CH:26][CH:25]=[CH:24][CH:23]=2)[CH2:19][O:18][CH2:17]1.[S:28]1(=[O:39])[C:34]2[CH:35]=[CH:36][CH:37]=[CH:38][C:33]=2[CH2:32][NH:31][CH2:30][CH2:29]1>>[CH2:21]([NH:20][C:16]1([CH2:15][NH:14][C:10]2[C:9]3[C:4](=[CH:5][CH:6]=[C:7]([CH3:13])[CH:8]=3)[N:3]=[C:2]([N:31]3[CH2:32][C:33]4[CH:38]=[CH:37][CH:36]=[CH:35][C:34]=4[S:28](=[O:39])[CH2:29][CH2:30]3)[N:11]=2)[CH2:19][O:18][CH2:17]1)[C:22]1[CH:27]=[CH:26][CH:25]=[CH:24][CH:23]=1. Procedure: The title compound was prepared in analogy to Example 55-1 in Scheme 23 by using 2,4-dichloro-6-methylquinazoline, 3-(aminomethyl)-N-benzyloxetan-3-amine and 2,3,4,5-tetrahydro-1,4-benzothiazepine 1-oxide. MS obsd. (ESI+) [(M+H)+] 514, 1H NMR (400 MHz, CD3OD) δ ppm 8.06 (s, 1 H), 7.81-7.77 (m, 2 H), 7.66-7.56 (m, 4 H), 7.47-7.45 (m, 2 H), 7.31-7.29 (m, 3 H), 5.45-5.35 (d, 1 H), 5.10 (brs, 1 H), 4.82-4.80 (m, 6 H), 4.71-4.69 (m, 2 H), 4.16 (s, 2 H), 3.51 (m, 2 H), 2.46 (s, 3 H). Reaction SMILES: [F:20][C:21]([CH2:22][O:23][c:24]1[cH:25][cH:26][c:27]([C:30](=[O:31])[OH:32])[n:28][cH:29]1)([CH:33]([F:34])[F:35])[F:36].[NH2:1][c:2]1[cH:3][cH:4][c:5]([F:19])[c:6]([C:8]2([CH3:18])[N:9]=[C:10]([NH2:17])[O:11][CH:12]3[CH2:13][O:14][CH2:15][CH:16]23)[cH:7]1>>[NH:1]([c:2]1[cH:3][cH:4][c:5]([F:19])[c:6]([C:8]2([CH3:18])[N:9]=[C:10]([NH2:17])[O:11][CH:12]3[CH2:13][O:14][CH2:15][CH:16]23)[cH:7]1)[C:30]([c:27]1[cH:26][cH:25][c:24]([O:23][CH2:22][C:21]([F:20])([CH:33]([F:34])[F:35])[F:36])[cH:29][n:28]1)=[O:31]. The reactants are O=C(O)c1ccc(OCC(F)(F)C(F)F)cn1, CC1(c2cc(N)ccc2F)N=C(N)OC2COCC21. Product: CC1(c2cc(NC(=O)c3ccc(OCC(F)(F)C(F)F)cn3)ccc2F)N=C(N)OC2COCC21. Reactants: COC(=O)c1cc(C(=O)OC)c2c(n1)C(=O)C(=O)c1cc(C(=O)OC)[nH]c1-2, OCCO, Cc1ccc(S(=O)(=O)O)cc1, c1ccccc1. Reaction SMILES: [O:1]=[C:2]1[c:3]2[c:4]([nH:21][c:22]([C:24](=[O:25])[O:26][CH3:27])[cH:23]2)-[c:5]2[c:6]([C:17](=[O:18])[O:19][CH3:20])[cH:7][c:8]([C:13](=[O:14])[O:15][CH3:16])[n:9][c:10]2[C:11]1=[O:12].[OH:28][CH2:29][CH2:30][OH:31].[c:32]1([CH3:33])[cH:34][cH:35][c:36]([S:37]([OH:38])(=[O:39])=[O:40])[cH:41][cH:42]1.[cH:43]1[cH:44][cH:45][cH:46][cH:47][cH:48]1>>[O:1]1[C:2]2([c:3]3[c:4]([nH:21][c:22]([C:24](=[O:25])[O:26][CH3:27])[cH:23]3)-[c:5]3[c:6]([C:17](=[O:18])[O:19][CH3:20])[cH:7][c:8]([C:13](=[O:14])[O:15][CH3:16])[n:9][c:10]3[C:11]2=[O:12])[O:28][CH2:29][CH2:30]1. The product is COC(=O)c1cc(C(=O)OC)c2c(n1)C(=O)C1(OCCO1)c1cc(C(=O)OC)[nH]c1-2. Starting materials: C[O-].[Na+] (sodium methylate), NC1=NC(=NC(=N1)CCCCl)C(Cl)(Cl)Cl (2-amino-4-(3-chloropropyl)-6-trichloromethyl-1,3,5-triazine). The solvent is CO (methanol). Reaction conditions: temperature 60 celsius, time 80 minute. Yields the product C1(CC1)C1=NC(=NC(=N1)N)OC (2-cyclopropyl-4-amino-6-methoxy-1,3,5-triazine). Yield: 12.7%. As a reaction SMILES: [CH3:1][O-:2].[Na+].[NH2:4][C:5]1[N:10]=[C:9]([CH2:11][CH2:12][CH2:13]Cl)[N:8]=[C:7](C(Cl)(Cl)Cl)[N:6]=1>CO>[CH:11]1([C:9]2[N:10]=[C:5]([NH2:4])[N:6]=[C:7]([O:2][CH3:1])[N:8]=2)[CH2:13][CH2:12]1 |f:0.1|. Reported procedure: To a solution of 10.8 g of sodium methylate in 50 ml of methanol are added 28.9 g of 2-amino-4-(3-chloropropyl)-6-trichloromethyl-1,3,5-triazine, and the mixture is stirred at 60° C. for 80 minutes. The formed suspension is filtered under suction, diluted with 250 ml of water, and extracted 3 times with 200 ml of ethylene chloride each time. The organic phases are dried, filtered, and concentrated by evaporation. The oil which remains is purified through a silica gel column, the eluant used bein...